This data is from the Open Reaction Database (ORD), a public repository of structured organic reaction records. The task is: describe an organic reaction: reactants, conditions, products, and yield Starting materials: CC1CC2(CC3=CCC4C5CCC(O)C5(C)CCC4C31C)OCCO2, ClCCl, O=[Cr](=O)([O-])O[Cr](=O)(=O)[O-], c1cc[nH+]cc1, c1cc[nH+]cc1. Product: CC1CC2(CC3=CCC4C5CCC(=O)C5(C)CCC4C31C)OCCO2. RXN SMILES: [CH2:1]1[O:2][C:3]2([CH2:4][C:5]3=[CH:6][CH2:7][CH:8]4[CH:9]5[CH2:10][CH2:11][CH:12]([OH:23])[C:13]5([CH3:14])[CH2:15][CH2:16][CH:17]4[C:18]3([CH3:22])[CH:19]([CH3:21])[CH2:20]2)[O:24][CH2:25]1.[Cl:47][CH2:48][Cl:49].[Cr:26]([O:27][Cr:28]([O-:29])(=[O:30])=[O:31])([O-:32])(=[O:33])=[O:34].[nH+:35]1[cH:36][cH:37][cH:38][cH:39][cH:40]1.[nH+:41]1[cH:42][cH:43][cH:44][cH:45][cH:46]1>>[CH2:1]1[O:2][C:3]2([CH2:4][C:5]3=[CH:6][CH2:7][CH:8]4[CH:9]5[CH2:10][CH2:11][C:12](=[O:23])[C:13]5([CH3:14])[CH2:15][CH2:16][CH:17]4[C:18]3([CH3:22])[CH:19]([CH3:21])[CH2:20]2)[O:24][CH2:25]1.